Dataset: the Open Reaction Database (ORD), a public repository of structured organic reaction records. Task: describe an organic reaction: reactants, conditions, products, and yield Reactants: C(C)(C)(C)O (tert.-butanol), [OH-].[Na+] (sodium hydroxide), CC=1C(=NC=CC1)C#N (3-methyl-2-cyanopyridine), S(O)(O)(=O)=O (sulphuric acid). Run in C(C)(=O)O (acetic acid), O (water). Reaction conditions: temperature 50 celsius, time 3 hour. The product is C(C)(C)(C)NC(=O)C1=NC=CC=C1C (3-methylpyridine-2-carboxylic acid N-tert.-butylamide). Isolated yield 86.6%. As a reaction SMILES: [C:1](O)([CH3:4])([CH3:3])[CH3:2].[CH3:6][C:7]1[C:8]([C:13]#[N:14])=[N:9][CH:10]=[CH:11][CH:12]=1.S(=O)(=O)(O)[OH:16].[OH-].[Na+]>C(O)(=O)C.O>[C:1]([NH:14][C:13]([C:8]1[C:7]([CH3:6])=[CH:12][CH:11]=[CH:10][N:9]=1)=[O:16])([CH3:4])([CH3:3])[CH3:2] |f:3.4|. Procedure details: 111 g (1.5 mol) of tert.-butanol and 118 g (1 mol) of 3-methyl-2-cyanopyridine in 100 ml of glacial acetic acid are initially taken. 147 g of sulphuric acid (100% strength) are added dropwise to this mixture at 50° C. in the course of 0.5 hours, and the mixture is stirred for 3 hours at 50° C. The oil is stirred into 1,000 ml of water, and the resulting solution is adjusted to pH 7 with concentrated sodium hydroxide solution, while cooling with ice. The oil which separates out is separated off, ...